This data is from the Open Reaction Database (ORD), a public repository of structured organic reaction records. The task is: describe an organic reaction: reactants, conditions, products, and yield The reactants are BrCCc1ccccc1, CCOC(=O)Cn1c2c(c3ccccc31)CNCC2, CC#N, CCN(C(C)C)C(C)C, Cl. Product: CCOC(=O)Cn1c2c(c3ccccc31)CN(CCc1ccccc1)CC2. RXN SMILES: [Br:30][CH2:31][CH2:32][c:33]1[cH:34][cH:35][cH:36][cH:37][cH:38]1.[CH2:2]1[NH:3][CH2:4][CH2:5][c:6]2[n:7]([CH2:15][C:16](=[O:17])[O:18][CH2:19][CH3:20])[c:8]3[cH:9][cH:10][cH:11][cH:12][c:13]3[c:14]21.[CH3:39][C:40]#[N:41].[CH:21]([N:22]([CH2:23][CH3:24])[CH:25]([CH3:26])[CH3:27])([CH3:28])[CH3:29].[ClH:1]>>[CH2:2]1[N:3]([CH2:31][CH2:32][c:33]2[cH:34][cH:35][cH:36][cH:37][cH:38]2)[CH2:4][CH2:5][c:6]2[n:7]([CH2:15][C:16](=[O:17])[O:18][CH2:19][CH3:20])[c:8]3[cH:9][cH:10][cH:11][cH:12][c:13]3[c:14]21. The reactants are C(C1=CC=CC=C1)OC=1C=CC(=C(C1)C1=NC=2C(=NC(=CC2)CC(=O)OC)N1)OC(C)C (methyl {2-[5-(benzyloxy)-2-isopropoxyphenyl]-3H-imidazo[4,5-b]pyridin-5-yl}acetate), [OH-].[Na+] (sodium hydroxide), C(CC(O)(C(=O)O)CC(=O)O)(=O)O (citric acid). Solvent: CO (methanol). Conditions: time 18 hour. Yields the product C(C1=CC=CC=C1)OC=1C=CC(=C(C1)C1=NC=2C(=NC(=CC2)CC(=O)O)N1)OC(C)C ({2-[5-(benzyloxy)-2-isopropoxyphenyl]-3H-imidazo[4,5-b]pyridin-5-yl}acetic acid). The yield is 57.9%. Reaction SMILES: [CH2:1]([O:8][C:9]1[CH:10]=[CH:11][C:12]([O:29][CH:30]([CH3:32])[CH3:31])=[C:13]([C:15]2[NH:28][C:18]3=[N:19][C:20]([CH2:23][C:24]([O:26]C)=[O:25])=[CH:21][CH:22]=[C:17]3[N:16]=2)[CH:14]=1)[C:2]1[CH:7]=[CH:6][CH:5]=[CH:4][CH:3]=1.[OH-].[Na+].C(O)(=O)CC(CC(O)=O)(C(O)=O)O>CO>[CH2:1]([O:8][C:9]1[CH:10]=[CH:11][C:12]([O:29][CH:30]([CH3:32])[CH3:31])=[C:13]([C:15]2[NH:28][C:18]3=[N:19][C:20]([CH2:23][C:24]([OH:26])=[O:25])=[CH:21][CH:22]=[C:17]3[N:16]=2)[CH:14]=1)[C:2]1[CH:7]=[CH:6][CH:5]=[CH:4][CH:3]=1 |f:1.2|. Procedure: A mixture of methyl {2-[5-(benzyloxy)-2-isopropoxyphenyl]-3H-imidazo[4,5-b]pyridin-5-yl}acetate (25 mg) and 1N sodium hydroxide (0.5 ml) in methanol (5 ml) was stirred at room temperature for 18 hr. The reaction mixture was adjusted with 1N citric acid to pH 4, and the precipitated crystals were collected by filtration and washed with diethyl ether to give the title compound (14 mg, yield 51%) as colorless crystals. purity 96%. M+H: 418. 1H NMR (CD3OD) δ: 1.45 (6H, d, J=6.0 Hz), 4.06 (2H, s), 4.... The reactants are C(C)(C)(C)OC(NC1=C(C=C(C=C1)C(C)C)N)=O ((2-amino-4-isopropyl-phenyl)-carbamic acid tert.-butyl ester), C(C)(C)(C)OC(CC(=O)C1=CC(=NC=C1)C#N)=O (3-(2-cyano-pyridin-4-yl)-3-oxo-propionic acid tert.-butyl ester). Yields the product C(C)(C)(C)OC(NC1=C(C=C(C=C1)C(C)C)NC(CC(=O)C1=CC(=NC=C1)C#N)=O)=O ({2-[3-(2-Cyano-pyridin-4-yl)-3-oxo-propionylamino]-4-isopropyl-phenyl}-carbamic acid tert.-butyl ester). Reaction SMILES: [C:1]([O:5][C:6](=[O:18])[NH:7][C:8]1[CH:13]=[CH:12][C:11]([CH:14]([CH3:16])[CH3:15])=[CH:10][C:9]=1[NH2:17])([CH3:4])([CH3:3])[CH3:2].C([O:23][C:24](=O)[CH2:25][C:26]([C:28]1[CH:33]=[CH:32][N:31]=[C:30]([C:34]#[N:35])[CH:29]=1)=[O:27])(C)(C)C>>[C:1]([O:5][C:6](=[O:18])[NH:7][C:8]1[CH:13]=[CH:12][C:11]([CH:14]([CH3:15])[CH3:16])=[CH:10][C:9]=1[NH:17][C:24](=[O:23])[CH2:25][C:26]([C:28]1[CH:33]=[CH:32][N:31]=[C:30]([C:34]#[N:35])[CH:29]=1)=[O:27])([CH3:2])([CH3:4])[CH3:3]. Reported procedure: Prepared from (2-amino-4-isopropyl-phenyl)-carbamic acid tert.-butyl ester (Example G47) and 3-(2-cyano-pyridin-4-yl)-3-oxo-propionic acid tert.-butyl ester (Example H10) according to the general procedure K. Obtained as a light brown solid (183 mg). The reactants are Cl (Hydrogen chloride), NCC(=O)NC1=C(C=C(C=C1)[N+](=O)[O-])C(C1=CC=CC=C1)=NO (2-amino-2'-[α-(hydroxyimino)benzyl]-4'-nitro-acetanilide). The solvent is C(Cl)Cl (methylene chloride), C(C)O (ethanol). Yields the product Cl.NCC(=O)NC1=C(C=C(C=C1)[N+](=O)[O-])C(C1=CC=CC=C1)=NO (2-amino-2'-[α-(hydroxyimino)benzyl]-4'-nitro-acetanilide hydrochloride). RXN SMILES: [ClH:1].[NH2:2][CH2:3][C:4]([NH:6][C:7]1[CH:12]=[CH:11][C:10]([N+:13]([O-:15])=[O:14])=[CH:9][C:8]=1[C:16](=[N:23][OH:24])[C:17]1[CH:22]=[CH:21][CH:20]=[CH:19][CH:18]=1)=[O:5]>C(Cl)Cl.C(O)C>[ClH:1].[NH2:2][CH2:3][C:4]([NH:6][C:7]1[CH:12]=[CH:11][C:10]([N+:13]([O-:15])=[O:14])=[CH:9][C:8]=1[C:16](=[N:23][OH:24])[C:17]1[CH:18]=[CH:19][CH:20]=[CH:21][CH:22]=1)=[O:5] |f:4.5|. Procedure: Hydrogen chloride is conducted for 10 minutes into a solution of 2.7 g (8.59 mmol) of 2-amino-2'-[α-(hydroxyimino)benzyl]-4'-nitro-acetanilide in 150 ml of methylene chloride and 30 ml of ethanol. The solution is subsequently evaporated to dryness and the residue is dried at 60° overnight in vacuo. There is obtained 2-amino-2'-[α-(hydroxyimino)benzyl]-4'-nitro-acetanilide hydrochloride of melting point 150° (decomposition). The reactants are CC(=O)O, CCOC(=O)Cn1c(C)cc(C2CN(Cc3ccccc3)CC2c2ccccc2)cc1=O, CCO, [H][H]. The product is CCOC(=O)Cn1c(C)cc(C2CNCC2c2ccccc2)cc1=O. Reaction SMILES: [C:33]([OH:34])(=[O:35])[CH3:36].[CH2:1]([c:2]1[cH:3][cH:4][cH:5][cH:6][cH:7]1)[N:8]1[CH2:9][CH:10]([c:27]2[cH:28][cH:29][cH:30][cH:31][cH:32]2)[CH:11]([c:13]2[cH:14][c:15](=[O:26])[n:16]([CH2:20][C:21](=[O:22])[O:23][CH2:24][CH3:25])[c:17]([CH3:19])[cH:18]2)[CH2:12]1.[CH3:39][CH2:40][OH:41].[H:37][H:38]>>[NH:8]1[CH2:9][CH:10]([c:27]2[cH:28][cH:29][cH:30][cH:31][cH:32]2)[CH:11]([c:13]2[cH:14][c:15](=[O:26])[n:16]([CH2:20][C:21](=[O:22])[O:23][CH2:24][CH3:25])[c:17]([CH3:19])[cH:18]2)[CH2:12]1. Reaction SMILES: [CH3:1][CH:2]1[C:3](=[O:15])[c:4]2[c:5]([c:6]3[c:11]([cH:12][cH:13]2)[CH2:10][CH2:9][CH2:8][CH2:7]3)[CH2:14]1.[OH2:16]>>[CH3:1][CH:2]1[C:3](=[O:15])[c:4]2[c:5]([cH:6][c:11]3[c:12]([cH:13]2)[CH2:7][CH2:8][CH2:9][CH2:10]3)[CH2:14]1. Starting materials: CC1Cc2c(ccc3c2CCCC3)C1=O, O. Product: CC1Cc2cc3c(cc2C1=O)CCCC3. Starting materials: C1CCOC1, COC(=O)C1CCCN1C(=O)c1cc(C)cc(C)c1, BrCc1ccc(-n2cccc2)cc1. Reaction SMILES: [CH2:33]1[O:34][CH2:35][CH2:36][CH2:37]1.[CH3:1][O:2][C:3]([CH:4]1[N:5]([C:9]([c:10]2[cH:11][c:12]([CH3:17])[cH:13][c:14]([CH3:16])[cH:15]2)=[O:18])[CH2:6][CH2:7][CH2:8]1)=[O:19].[n:20]1(-[c:25]2[cH:26][cH:27][c:28]([CH2:29][Br:30])[cH:31][cH:32]2)[cH:21][cH:22][cH:23][cH:24]1>>[CH3:1][O:2][C:3]([C:4]1([CH2:29][c:28]2[cH:27][cH:26][c:25](-[n:20]3[cH:21][cH:22][cH:23][cH:24]3)[cH:32][cH:31]2)[N:5]([C:9]([c:10]2[cH:11][c:12]([CH3:17])[cH:13][c:14]([CH3:16])[cH:15]2)=[O:18])[CH2:6][CH2:7][CH2:8]1)=[O:19]. Yields the product COC(=O)C1(Cc2ccc(-n3cccc3)cc2)CCCN1C(=O)c1cc(C)cc(C)c1.